This data is from the Open Reaction Database (ORD), a public repository of structured organic reaction records. The task is: describe an organic reaction: reactants, conditions, products, and yield The reactants are C(C1=CC=CC=C1)Br (benzyl bromide), CC1([C@@H]([C@@H]1\C=C/C(OC(C)(C)C)=O)C(=O)O)C ((1R,cis,Z)2,2-dimethyl-3-[3-oxo-3-tert.-butoxy-1-propenyl]-cyclopropane-carboxylic acid), [H-].[Na+] (sodium hydride), P(=O)([O-])(O)O.[Na+] (monosodium phosphate). The solvent is O1CCCC1 (tetrahydrofuran), O1CCCC1 (tetrahydrofuran), O1CCCC1 (tetrahydrofuran). Conditions: temperature 15 celsius, time 30 minute. Product: CC1([C@@H]([C@@H]1\C=C/C(OC(C)(C)C)=O)C(=O)OCC1=CC=CC=C1)C (benzyl(1R,cis,Z)2,2-dimethyl-3-[3-oxo-3-tert.-butoxy-1-propenyl]-cyclopropane-carboxylate). RXN SMILES: [CH3:1][C:2]1([CH3:17])[C@@H:4](/[CH:5]=[CH:6]\[C:7](=[O:13])[O:8][C:9]([CH3:12])([CH3:11])[CH3:10])[C@H:3]1[C:14]([OH:16])=[O:15].[H-].[Na+].[CH2:20](Br)[C:21]1[CH:26]=[CH:25][CH:24]=[CH:23][CH:22]=1.P(O)(O)([O-])=O.[Na+]>O1CCCC1>[CH3:1][C:2]1([CH3:17])[C@@H:4](/[CH:5]=[CH:6]\[C:7](=[O:13])[O:8][C:9]([CH3:10])([CH3:11])[CH3:12])[C@H:3]1[C:14]([O:16][CH2:20][C:21]1[CH:26]=[CH:25][CH:24]=[CH:23][CH:22]=1)=[O:15] |f:1.2,4.5|. Procedure: A solution of 25 g of (1R,cis,Z)2,2-dimethyl-3-[3-oxo-3-tert.-butoxy-1-propenyl]-cyclopropane-carboxylic acid in 250 ml of tetrahydrofuran were added at 10° C. to a mixture of 2.6 g of sodium hydride in 100 ml of tetrahydrofuran and the mixture was stirred at 15° C. for 30 minutes. A solution of 35 ml of benzyl bromide in 100 ml of tetrahydrofuran was added to the mixture which was heated at 50° C. for 48 hours and then was cooled and poured into aqueous monosodium phosphate solution. The mixtur...